This data is from the Open Reaction Database (ORD), a public repository of structured organic reaction records. The task is: describe an organic reaction: reactants, conditions, products, and yield RXN SMILES: [CH3:26][CH2:27][OH:28].[Cl:1][c:2]1[cH:3][cH:4][cH:5][c:6]2[c:7]([C:18](=[O:19])[C:20]([F:21])([F:22])[F:23])[cH:8][n:9]([CH2:11][CH:12]3[CH2:13][CH2:14][CH2:15][CH2:16][CH2:17]3)[c:10]12.[Na+:25].[OH-:24]>>[Cl:1][c:2]1[cH:3][cH:4][cH:5][c:6]2[c:7]([C:18]([OH:19])=[O:24])[cH:8][n:9]([CH2:11][CH:12]3[CH2:13][CH2:14][CH2:15][CH2:16][CH2:17]3)[c:10]12. Yields the product O=C(O)c1cn(CC2CCCCC2)c2c(Cl)cccc12. The reactants are CCO, O=C(c1cn(CC2CCCCC2)c2c(Cl)cccc12)C(F)(F)F, [Na+], [OH-].